Task: describe an organic reaction: reactants, conditions, products, and yield. Dataset: the Open Reaction Database (ORD), a public repository of structured organic reaction records The reactants are C(C)[Sn](C=1SC=CN1)(CC)CC (2-triethylstannylthiazole), bromo, CON=C(C(=O)OC)C1=C(C=CC=C1)Br (2-Bromophenylglyoxylic Acid Methyl Ester-O-methyloxime), C1(=CC=CC=C1)P(C1=CC=CC=C1)C1=CC=CC=C1 (triphenylphosphine). The reagents and catalysts are [Pd](Cl)Cl (palladium(II) chloride). The solvent is O1CCCC1 (tetrahydrofuran). Yields the product CON=C(C(=O)OC)C1=C(C=CC=C1)C=1SC=CN1 (2(Thiazol-2-yl)phenylglyoxylic Acid Methyl Ester-O-methyloxime). RXN SMILES: C([Sn](CC)(CC)[C:4]1[S:5][CH:6]=[CH:7][N:8]=1)C.[CH3:13][O:14][N:15]=[C:16]([C:21]1[CH:26]=[CH:25][CH:24]=[CH:23][C:22]=1Br)[C:17]([O:19][CH3:20])=[O:18].C1(P(C2C=CC=CC=2)C2C=CC=CC=2)C=CC=CC=1>O1CCCC1.[Pd](Cl)Cl>[CH3:13][O:14][N:15]=[C:16]([C:21]1[CH:26]=[CH:25][CH:24]=[CH:23][C:22]=1[C:4]1[S:5][CH:6]=[CH:7][N:8]=1)[C:17]([O:19][CH3:20])=[O:18]. Procedure: Under a nitrogen blanket, 1.7 g of 2-triethylstannylthiazole is added to a mixture of 1.4 g (5.19 mmol) of the bromo compound (Compound E), 100 mg of palladium(II) chloride and 310 mg of triphenylphosphine in 30 ml of tetrahydrofuran, and the whole is refluxed for 2 hours. The mixture is then filtered and evaporated down. After chromatography on silica gel using cyclohexane/ethyl acetate there remains 700 mg (49%) of compound 1, Tab. I, as an oil. Starting materials: O=C([O-])[O-], CCI, CC#N, O=C1c2ccccc2C(=O)N1CCCNCCc1ccc(Cl)cc1, [K+], [K+]. The product is CCN(CCCN1C(=O)c2ccccc2C1=O)CCc1ccc(Cl)cc1. As a reaction SMILES: [C:25](=[O:26])([O-:27])[O-:28].[CH2:31]([CH3:32])[I:33].[CH3:34][C:35]#[N:36].[Cl:1][c:2]1[cH:3][cH:4][c:5]([CH2:8][CH2:9][NH:10][CH2:11][CH2:12][CH2:13][N:14]2[C:15](=[O:24])[c:16]3[c:17]([cH:20][cH:21][cH:22][cH:23]3)[C:18]2=[O:19])[cH:6][cH:7]1.[K+:29].[K+:30]>>[Cl:1][c:2]1[cH:3][cH:4][c:5]([CH2:8][CH2:9][N:10]([CH2:11][CH2:12][CH2:13][N:14]2[C:15](=[O:24])[c:16]3[c:17]([cH:20][cH:21][cH:22][cH:23]3)[C:18]2=[O:19])[CH2:31][CH3:32])[cH:6][cH:7]1.